From a dataset of the Open Reaction Database (ORD), a public repository of structured organic reaction records. describe an organic reaction: reactants, conditions, products, and yield Reactants: C1CCNC1, CCO, O=C1Nc2ccccc2N(C(=O)CCl)c2cscc21, [Na+], [Na+], O=C([O-])[O-]. The product is O=C1Nc2ccccc2N(C(=O)CN2CCCC2)c2cscc21. RXN SMILES: [CH2:20]1[CH2:21][CH2:22][NH:23][CH2:24]1.[CH3:31][CH2:32][OH:33].[Cl:1][CH2:2][C:3](=[O:4])[N:5]1[c:6]2[c:7]([cH:17][s:18][cH:19]2)[C:8](=[O:16])[NH:9][c:10]2[c:11]1[cH:12][cH:13][cH:14][cH:15]2.[Na+:25].[Na+:26].[O-:27][C:28](=[O:29])[O-:30]>>[CH2:2]([C:3](=[O:4])[N:5]1[c:6]2[c:7]([cH:17][s:18][cH:19]2)[C:8](=[O:16])[NH:9][c:10]2[c:11]1[cH:12][cH:13][cH:14][cH:15]2)[N:23]1[CH2:22][CH2:21][CH2:20][CH2:24]1. Starting materials: COC(=O)C1=CC=C2C(=CN(C2=C1)C)CC1=CC=C(C=C1)OCC1=NC2=CC=CC=C2C=C1 (1-Methyl-3-[4-(quinolin-2-ylmethoxy)benzyl]indole-6-carboxylic acid methyl ester). Run in [OH-].[Na+] (sodium hydroxide), O1CCCC1 (tetrahydrofuran), CO (methanol), O (water). Reaction conditions: time 8 hour. Product: CN1C=C(C2=CC=C(C=C12)C(=O)O)CC1=CC=C(C=C1)OCC1=NC2=CC=CC=C2C=C1 (1-Methyl-3-[4-(quinolin-2-ylmethoxy)benzyl]indole-6-carboxylic acid). Yield: 59.7%. As a reaction SMILES: C[O:2][C:3]([C:5]1[CH:13]=[C:12]2[C:8]([C:9]([CH2:15][C:16]3[CH:21]=[CH:20][C:19]([O:22][CH2:23][C:24]4[CH:33]=[CH:32][C:31]5[C:26](=[CH:27][CH:28]=[CH:29][CH:30]=5)[N:25]=4)=[CH:18][CH:17]=3)=[CH:10][N:11]2[CH3:14])=[CH:7][CH:6]=1)=[O:4]>[OH-].[Na+].O1CCCC1.CO.O>[CH3:14][N:11]1[C:12]2[C:8](=[CH:7][CH:6]=[C:5]([C:3]([OH:4])=[O:2])[CH:13]=2)[C:9]([CH2:15][C:16]2[CH:17]=[CH:18][C:19]([O:22][CH2:23][C:24]3[CH:33]=[CH:32][C:31]4[C:26](=[CH:27][CH:28]=[CH:29][CH:30]=4)[N:25]=3)=[CH:20][CH:21]=2)=[CH:10]1 |f:1.2|. Reported procedure: A solution of the methyl ester (Example 10, part ii) (1.73 g) in aqueous sodium hydroxide (2M, 5.9 ml), tetrahydrofuran (20 ml) and methanol (10 ml) was refluxed with stirring overnight. The reaction mixture was cooled, diluted with water until turbid and washed with diethyl ether (2×). The aqueous phase was acidified with acetic acid and the resulting precipitate filtered, washed with water and dried in vacuo at 50° C. to give the product as a white solid (1 g). A small amount was crystallised ... RXN SMILES: [S:1]([O-:5])([O-:4])(=[O:3])=[O:2].[Mn+2:6].C1C2=C3C(C(C4C2=CC=CC=4)=O)=CC=C(C2C4C5C(=CC=2)C(=O)C2C(=CC=CC=2)C=5C=CC=4)C3=CC=1>S(=O)(=O)(O)O>[S:1]([O-:5])([O-:4])(=[O:3])=[O:2].[Mn+3:6].[S:1]([O-:5])([O-:4])(=[O:3])=[O:2].[S:1]([O-:5])([O-:4])(=[O:3])=[O:2].[Mn+3:6] |f:0.1,4.5.6.7.8|. Run in S(O)(O)(=O)=O (sulfuric acid). Reported procedure: A process according to claim 1, wherein manganese(II) sulfate is oxidised anodically in 80 to 90% sulfuric acid, in the presence of 4,4'-bibenzanthrone, to give manganese(III) sulfate, which acts in situ as an oxidising agent and converts 4,4'-bibenzanthrone into dioxoviolanthrone. The reactants are S(=O)(=O)([O-])[O-].[Mn+2] (manganese(II) sulfate), C1=CC=C2C(=CC=C3C(=O)C4=CC=CC=C4C1=C23)C=2C3=CC=CC=1C4=CC=CC=C4C(C(=CC2)C13)=O (4,4'-bibenzanthrone). Product: S(=O)(=O)([O-])[O-].[Mn+3].S(=O)(=O)([O-])[O-].S(=O)(=O)([O-])[O-].[Mn+3] (manganese(III) sulfate).